Dataset: the Open Reaction Database (ORD), a public repository of structured organic reaction records. Task: describe an organic reaction: reactants, conditions, products, and yield Starting materials: O (water), Cl (hydrogen chloride), stannic chloride, CC1(CCSC2=CC=CC=C12)C (4,4-dimethylthiochroman), CC1(CCSC2=CC=CC=C12)C (4,4-dimethylthiochroman), C(C)(=O)Cl (acetyl chloride). Solvent: C1=CC=CC=C1 (benzene). Reaction conditions: time 12 hour. Product: CC1(CCSC2=CC(=CC=C12)CCCCCC)C (4,4-dimethyl-7-hexylthiochroman). RXN SMILES: [CH3:1][C:2]1([CH3:12])[C:11]2[C:6](=[CH:7][CH:8]=[CH:9][CH:10]=2)[S:5][CH2:4][CH2:3]1.[C:13](Cl)(=O)[CH3:14].O.Cl>C1C=CC=CC=1>[CH3:1][C:2]1([CH3:12])[C:11]2[C:6](=[CH:7][C:8]([CH2:1][CH2:2][CH2:3][CH2:4][CH2:13][CH3:14])=[CH:9][CH:10]=2)[S:5][CH2:4][CH2:3]1. Reported procedure: A solution of 14.3 g (80.21 mmol) of 4,4-dimethylthiochroman (Compound 61) and 6.76 g (86.12 mmol) of acetyl chloride in 65 ml benzene was cooled in an ice bath and treated dropwise with 26.712 g (102.54 mmol) of stannic chloride. The mixture was stirred at room temperature for 12 hours, then treated with 65 ml water and 33 ml conc. hydrogen chloride and heated at reflux for 0.5 hours. After being cooled to room temperature, the organic layer was separated and the aqueous layer extracted with 5×... Reactants: CCOC(C)=O, CCO, CO, [Cl-], [Fe], O=C(Cc1cccc(Oc2ccccc2F)c1[N+](=O)[O-])N1CCN(CCO)CC1, [NH4+], O. Product: Nc1c(CC(=O)N2CCN(CCO)CC2)cccc1Oc1ccccc1F. Reaction SMILES: [CH3:33][CH2:34][O:35][C:36](=[O:37])[CH3:38].[CH3:39][CH2:40][OH:41].[CH3:42][OH:43].[Cl-:1].[Fe:44].[N+:4]([O-:5])(=[O:6])[c:7]1[c:8]([CH2:21][C:22](=[O:23])[N:24]2[CH2:25][CH2:26][N:27]([CH2:30][CH2:31][OH:32])[CH2:28][CH2:29]2)[cH:9][cH:10][cH:11][c:12]1[O:13][c:14]1[c:15]([F:20])[cH:16][cH:17][cH:18][cH:19]1.[NH4+:2].[OH2:3]>>[NH2:4][c:7]1[c:8]([CH2:21][C:22](=[O:23])[N:24]2[CH2:25][CH2:26][N:27]([CH2:30][CH2:31][OH:32])[CH2:28][CH2:29]2)[cH:9][cH:10][cH:11][c:12]1[O:13][c:14]1[c:15]([F:20])[cH:16][cH:17][cH:18][cH:19]1. Starting materials: ClC1=C2C(=NC(=C1)C)N(N=C2C)C2=C(C=C(C=C2C)C)C (4-chloro-3,6-dimethyl-1-(2,4,6-trimethylphenyl)-1H-pyrazolo[3,4-b]pyridine), OC1COCC1 (3-Hydroxytetrahydrofuran), [H-].[Na+] (Sodium hydride). The solvent is C1CCOC1 (THF), O1CCCC1 (tetrahydrofuran), CCCCCC (hexane). Conditions: time 5 minute. Product: CC1=NN(C2=NC(=CC(=C21)OC2COCC2)C)C2=C(C=C(C=C2C)C)C (3,6-Dimethyl-4-(tetrahydrofuran-3-yloxy)-1-(2,4,6-trimethylphenyl)-1H-pyrazolo[3,4-b]pyridine). Reaction SMILES: [H-].[Na+].[OH:3][CH:4]1[CH2:8][CH2:7][O:6][CH2:5]1.Cl[C:10]1[CH:15]=[C:14]([CH3:16])[N:13]=[C:12]2[N:17]([C:21]3[C:26]([CH3:27])=[CH:25][C:24]([CH3:28])=[CH:23][C:22]=3[CH3:29])[N:18]=[C:19]([CH3:20])[C:11]=12>CCCCCC.O1CCCC1>[CH3:20][C:19]1[C:11]2[C:12](=[N:13][C:14]([CH3:16])=[CH:15][C:10]=2[O:3][CH:4]2[CH2:8][CH2:7][O:6][CH2:5]2)[N:17]([C:21]2[C:26]([CH3:27])=[CH:25][C:24]([CH3:28])=[CH:23][C:22]=2[CH3:29])[N:18]=1 |f:0.1|. Procedure: Sodium hydride (60% in oil, 176 mg, 4.4 mmol) was washed with hexane and suspended in 2 ml of tetrahydrofuran. 3-Hydroxytetrahydrofuran (1 ml) was added and stirred at room temperature for 5 minutes. A solution of 4-chloro-3,6-dimethyl-1-(2,4,6-trimethylphenyl)-1H-pyrazolo[3,4-b]pyridine (200 mg, 0.665 mmol) in 1 ml of THF was added and the resulting mixture was heated at reflux for 8 hours. The mixture was quenched with water and extracted with EtOAc. The organic layer was dried and concentrate... Starting materials: C(C=C(C)C)Cl (prenyl chloride), CC(CC(C)(O)C)=O (diacetone alcohol), O=C(C)C=C(C)C (mesityl oxide). Run in CC(=O)C (Acetone). Product: C(C=C(C)C)CC(=O)C=C(C)C (prenyl mesityl oxide), prenyl-substituted methyl pentenones. As a reaction SMILES: [CH3:1][C:2](=[O:8])[CH2:3][C:4]([CH3:7])(O)[CH3:5].O=[C:10]([CH:12]=[C:13]([CH3:15])[CH3:14])C.C(Cl)C=C(C)C>CC(C)=O>[CH2:10]([CH2:1][C:2]([CH:3]=[C:4]([CH3:7])[CH3:5])=[O:8])[CH:12]=[C:13]([CH3:15])[CH3:14]. Procedure details: Acetone under the reaction conditions forms also some diacetone alcohol and mesityl oxide, and these then react with the prenyl chloride to produce the above isomers of prenyl mesityl oxide, also called prenyl-substituted methyl pentenones, in the same manner as acetone reacts with prenyl chloride to produce methyl heptenone. It is also possible that prenyl chloride reacts with the diacetone alcohol in the same manner to give the corresponding hydroxy derivatives that subsequently dehydrate. The... Starting materials: solid, BrC1=CC(=CC=2C=C3N(C12)CCNC3=O)C#N (6-bromo-1-oxo-1,2,3,4-tetrahydro-pyrazino[1,2-a]indole-8-carbonitrile), BrC1=CC(=CC=2C=C3N(C12)CCNC3=O)C#N (6-bromo-1-oxo-1,2,3,4-tetrahydro-pyrazino[1,2-a]indole-8-carbonitrile), FC=1C=C(C=CC1)B(O)O (3-fluoro-phenylboronic acid). Yields the product FC=1C=C(C=CC1)C1=CC(=CC=2C=C3N(C12)CCNC3=O)C#N (6-(3-Fluorophenyl)-1-oxo-3,4-dihydro-2H-pyrazino[1,2-a]indole-8-carbonitrile). As a reaction SMILES: Br[C:2]1[C:10]2[N:9]3[CH2:11][CH2:12][NH:13][C:14](=[O:15])[C:8]3=[CH:7][C:6]=2[CH:5]=[C:4]([C:16]#[N:17])[CH:3]=1.[F:18][C:19]1[CH:20]=[C:21](B(O)O)[CH:22]=[CH:23][CH:24]=1>>[F:18][C:19]1[CH:24]=[C:23]([C:2]2[C:10]3[N:9]4[CH2:11][CH2:12][NH:13][C:14](=[O:15])[C:8]4=[CH:7][C:6]=3[CH:5]=[C:4]([C:16]#[N:17])[CH:3]=2)[CH:22]=[CH:21][CH:20]=1. Reported procedure: The title compound, light grey solid (67 mg, 88%), MS (ISN) m/z=306.5 [(M+H)+], mp 248.5° C., was prepared in accordance with the general method of example 1 from 6-bromo-1-oxo-1,2,3,4-tetrahydro-pyrazino[1,2-a]indole-8-carbonitrile (intermediate 15) (72.5 mg, 0.25 mmol) and commercially available 3-fluoro-phenylboronic acid (45.5 mg, 0.325 mmol).